From a dataset of the Open Reaction Database (ORD), a public repository of structured organic reaction records. describe an organic reaction: reactants, conditions, products, and yield The reactants are Cl(=O)(=O)(=O)O (perchloric acid), C(C)OC(C1=NN=C2N1C1=C(C(=NC2)C2=CC=CC=C2)C=C(C=C1)Cl)OCC (6-phenyl-8-chloro-4H-s-triazolo[4,3 -a][1,4]benzodiazepine-1-carboxaldehyde-diethylacetal). The solvent is CC(=O)C (acetone), CO (methanol). Product: C(C)OC(C1=NN=C2N1C1=C(C(=NC2)C2=CC=CC=C2)C=C(C=C1)Cl)OCC.Cl(=O)(=O)(=O)[O-] (6-phenyl-8-chloro-4H-s-triazolo[4,3-a][1,4]benzodiazepine-1-carboxaldehyde-diethylacetal perchlorate). Reaction SMILES: [Cl:1]([OH:5])(=[O:4])(=[O:3])=[O:2].[CH2:6]([O:8][CH:9]([O:31][CH2:32][CH3:33])[C:10]1[N:14]2[C:15]3[CH:29]=[CH:28][C:27]([Cl:30])=[CH:26][C:16]=3[C:17]([C:20]3[CH:25]=[CH:24][CH:23]=[CH:22][CH:21]=3)=[N:18][CH2:19][C:13]2=[N:12][N:11]=1)[CH3:7]>CC(C)=O.CO>[CH2:32]([O:31][CH:9]([O:8][CH2:6][CH3:7])[C:10]1[N:14]2[C:15]3[CH:29]=[CH:28][C:27]([Cl:30])=[CH:26][C:16]=3[C:17]([C:20]3[CH:25]=[CH:24][CH:23]=[CH:22][CH:21]=3)=[N:18][CH2:19][C:13]2=[N:12][N:11]=1)[CH3:33].[Cl:1]([O-:5])(=[O:4])(=[O:3])=[O:2] |f:4.5|. Procedure: An amount of 0.13 g (0.0013 mole) of perchloric acid is added to a solution of 0.5 g (0.00126 mole) of 6-phenyl-8-chloro-4H-s-triazolo[4,3 -a][1,4]benzodiazepine-1-carboxaldehyde-diethylacetal in 3 ml each of acetone and methanol. The salt crystallises out after the addition of 5 ml of petroleum ether. Filtration under suction is then performed and 6-phenyl-8-chloro-4H-s-triazolo[4,3-a][1,4]benzodiazepine-1-carboxaldehyde-diethylacetal-perchlorate obtained, which decomposes at 250°-265°. The reactants are CC(C)=O, Clc1ccc(C2(c3ccc(I)cc3)CO2)cc1, [N-]=[N+]=[N-], [Na+], O. Yields the product [N-]=[N+]=NCC(O)(c1ccc(Cl)cc1)c1ccc(I)cc1. RXN SMILES: [CH3:22][C:23](=[O:24])[CH3:25].[Cl:5][c:6]1[cH:7][cH:8][c:9]([C:12]2([c:15]3[cH:16][cH:17][c:18]([I:21])[cH:19][cH:20]3)[O:13][CH2:14]2)[cH:10][cH:11]1.[N-:2]=[N+:3]=[N-:4].[Na+:1].[OH2:26]>>[N:2](=[N+:3]=[N-:4])[CH2:14][C:12]([c:9]1[cH:8][cH:7][c:6]([Cl:5])[cH:11][cH:10]1)([OH:13])[c:15]1[cH:16][cH:17][c:18]([I:21])[cH:19][cH:20]1. Reactants: CN1CCN(CC1)CC1=C(C(=CC=C1)[N+](=O)[O-])C (1-methyl-4-[(2-methyl-3-nitrophenyl)methyl]-piperazine), N1(CCCCC1)C1CCN(CC1)C1=CC(=C(N)C=C1)OC (4-(1,4′-bipiperidin-1′-yl)-2-(methyloxy)aniline). The product is CC1=C(N)C=CC=C1CN1CCN(CC1)C (2-methyl-3-[(4-methyl-1-piperazinyl)methyl]aniline). As a reaction SMILES: [CH3:1][N:2]1[CH2:7][CH2:6][N:5]([CH2:8][C:9]2[CH:14]=[CH:13][CH:12]=[C:11]([N+:15]([O-])=O)[C:10]=2[CH3:18])[CH2:4][CH2:3]1.N1(C2CCN(C3C=CC(N)=C(OC)C=3)CC2)CCCCC1>>[CH3:18][C:10]1[C:9]([CH2:8][N:5]2[CH2:4][CH2:3][N:2]([CH3:1])[CH2:7][CH2:6]2)=[CH:14][CH:13]=[CH:12][C:11]=1[NH2:15]. Procedure: The title compound of step B was prepared from 1-methyl-4-[(2-methyl-3-nitrophenyl)methyl]-piperazine in an analogous manner as that described for the synthesis of 4-(1,4′-bipiperidin-1′-yl)-2-(methyloxy)aniline (Example 22, step C). 1H NMR (400 MHz, DMSO-d6) δ 6.52 (d, J=6.8 Hz, 1H), 6.53 (d, J=6.8 Hz, 1H), 6.40 (d, J=7.5 Hz, 1H), 4.69 (s, 2H), 3.28 (s, 2H), 2.14-2.40 (m, 8H), 2.11 (s, 3H), 1.99 (s, 3H). The reactants are COC(\C=C\C=1C=C2C(CC3(CN(C3)C)OC2=CC1)=O)=O ((E)-3-[1′-Methyl-4-oxo-spiro(chromane-2,3′-azetidine)-6-yl]-acrylic acid methyl ester), Cl (HCl). Solvent: CC(=O)O (AcOH). The product is CN1CC2(C1)OC1=CC=C(C=C1C(C2)=O)/C=C/C(=O)O ((E)-3-[1′-methyl-4-oxo-spiro(chromane-2,3′-azetidine)-6-yl]-acrylic acid). Yield: 95.7%. As a reaction SMILES: C[O:2][C:3](=[O:21])/[CH:4]=[CH:5]/[C:6]1[CH:7]=[C:8]2[C:17](=[CH:18][CH:19]=1)[O:16][C:11]1([CH2:14][N:13]([CH3:15])[CH2:12]1)[CH2:10][C:9]2=[O:20].Cl>CC(O)=O>[CH3:15][N:13]1[CH2:12][C:11]2([CH2:10][C:9](=[O:20])[C:8]3[C:17](=[CH:18][CH:19]=[C:6](/[CH:5]=[CH:4]/[C:3]([OH:21])=[O:2])[CH:7]=3)[O:16]2)[CH2:14]1. Procedure: (E)-3-[1′-Methyl-4-oxo-spiro(chromane-2,3′-azetidine)-6-yl]-acrylic acid methyl ester (410 mg, 1.53 mmol) was hydrolyzed with AcOH (10 ml) and aqueous 20% HCl (10 ml) following the procedure described in Example 31, Step B, giving (E)-3-[1′-methyl-4-oxo-spiro(chromane-2,3′-azetidine)-6-yl]-acrylic acid (400 mg, hydrochloride salt) as a pale yellow oil. The reactants are C(C)OC(=O)C=1C2=C(SC1NC(C)=O)CCCC2 (2-Acetylamino-4,5,6,7-tetrahydro-benzo[b]thiophene-3-carboxylic acid ethyl ester), S(=O)(=O)([O-])[O-].[Ce+4].S(=O)(=O)([O-])[O-] (cerium (IV) sulfate). Reported procedure: To a suspension of 2-Acetylamino-4,5,6,7-tetrahydro-benzo[b]thiophene-3-carboxylic acid ethyl ester (140 g) in acetic acid (1.5 L) and water (1.5 L) was added gradually cerium (IV) sulfate 4 hydrate (900 g) with vigorously stirring. After the solution was stirred overnight, the solid was removed by filtration and the filtrate was concentrated. The solution was then neutralized with aqueous ammonia and extracted 3 times with ethyl acetate-tetrahydrofuran (=4:1). The organic layers were combined a... The solvent is C(C)(=O)O (acetic acid), O (water). The yield is 29.9%. The product is C(C)OC(=O)C=1C2=C(SC1NC(C)=O)C(CCC2)=O (2-Acetylamino-7-oxo-4,5,6,7-tetrahydro-benzo[b]thiophene-3-carboxylic acid ethyl ester). Reaction SMILES: [CH2:1]([O:3][C:4]([C:6]1[C:7]2[CH2:18][CH2:17][CH2:16][CH2:15][C:8]=2[S:9][C:10]=1[NH:11][C:12](=[O:14])[CH3:13])=[O:5])[CH3:2].S([O-])([O-])(=O)=[O:20].[Ce+4].S([O-])([O-])(=O)=O>C(O)(=O)C.O>[CH2:1]([O:3][C:4]([C:6]1[C:7]2[CH2:18][CH2:17][CH2:16][C:15](=[O:20])[C:8]=2[S:9][C:10]=1[NH:11][C:12](=[O:14])[CH3:13])=[O:5])[CH3:2] |f:1.2.3|. Starting materials: C(CC1=CC=CC=C1)N (phenethylamine), C(CC)(=O)Cl (propionyl chloride). Product: C(C)C1NCCC2=CC=CC=C12 (1-ethyl-1,2,3,4-tetrahydroisoquinoline). As a reaction SMILES: [CH2:1]([NH2:9])[CH2:2][C:3]1[CH:8]=[CH:7][CH:6]=[CH:5][CH:4]=1.[C:10](Cl)(=O)[CH2:11][CH3:12]>>[CH2:11]([CH:12]1[C:8]2[C:3](=[CH:4][CH:5]=[CH:6][CH:7]=2)[CH2:2][CH2:1][NH:9]1)[CH3:10]. Procedure details: In accordance with the same procedures as in Steps 1, 2, and 3 of Preparation 21, except for using phenethylamine and propionyl chloride, 1-ethyl-1,2,3,4-tetrahydroisoquinoline was obtained. In accordance with the same procedures as in Preparation 20, the titled compound was obtained as pale yellow oil. (Yield: 78%) The product was used in the subsequent step without further purification.